The task is: describe an organic reaction: reactants, conditions, products, and yield. This data is from the Open Reaction Database (ORD), a public repository of structured organic reaction records. Reactants: Cl (hydrochloric acid), C(C)(=O)OC1=CC=2CC[C@H]3[C@@H]4C[C@H]([C@@H]([C@@]4(C)CC[C@@H]3C2C=C1)NC(CC)=O)OC(C)=O (17β-Methylacetamido-oestra-1,3,5(10)-triene-3,16α-diol diacetate), [OH-].[Na+] (sodium hydroxide), O (water), 17β-methylacetamido-oestra-1,3,5(10)-triene-3,16α-diols. The solvent is C(C)O (ethanol). Yields the product CCC(=O)N[C@@H]1[C@]2(C)[C@@H](C[C@H]1O)[C@@H]1CCC=3C=C(C=CC3[C@H]1CC2)O (17β-Methylacetamido-oestra-1,3,5(10)-triene-3,16α-diol). Reaction SMILES: C([O:4][C:5]1[CH:22]=[CH:21][C:20]2[C@@H:19]3[C@H:10]([C@H:11]4[C@@:15]([CH2:17][CH2:18]3)([CH3:16])[C@@H:14]([NH:23][C:24](=[O:27])[CH2:25][CH3:26])[C@H:13]([O:28]C(=O)C)[CH2:12]4)[CH2:9][CH2:8][C:7]=2[CH:6]=1)(=O)C.[OH-].[Na+].O.Cl>C(O)C>[CH3:26][CH2:25][C:24]([NH:23][C@H:14]1[C@H:13]([OH:28])[CH2:12][C@H:11]2[C@H:10]3[C@H:19]([CH2:18][CH2:17][C@:15]12[CH3:16])[C:20]1[CH:21]=[CH:22][C:5]([OH:4])=[CH:6][C:7]=1[CH2:8][CH2:9]3)=[O:27] |f:1.2|. Procedure details: 17β-Methylacetamido-oestra-1,3,5(10)-triene-3,16α-diol diacetate (19.7 g) was dissolved in ethanol (394 ml) and sodium hydroxide (50.9 ml; 2 N) was added. The resulting solution was refluxed for 1 h., cooled to room temperature and water (4 l) was added. The mixture was acidified with hydrochloric acid (2 N) and the precipitated product was filtered off and washed with water. Crystallisation from methanol-ether gave an isomeric mixture of 17β-methylacetamido-oestra-1,3,5(10)-triene-3,16α-diols (... Starting materials: CCOC(=O)c1ccc2nc(Br)sc2c1, CC(C)(C)OC(=O)N1CCNCC1, O=C([O-])[O-], CC#N, [K+], [K+], O. The product is CCOC(=O)c1ccc2nc(N3CCN(C(=O)OC(C)(C)C)CC3)sc2c1. RXN SMILES: [Br:1][c:2]1[s:3][c:4]2[c:5]([n:6]1)[cH:7][cH:8][c:9]([C:11](=[O:12])[O:13][CH2:14][CH3:15])[cH:10]2.[C:16](=[O:17])([O:18][C:19]([CH3:20])([CH3:21])[CH3:22])[N:23]1[CH2:24][CH2:25][NH:26][CH2:27][CH2:28]1.[C:29](=[O:30])([O-:31])[O-:32].[CH3:35][C:36]#[N:37].[K+:33].[K+:34].[OH2:38]>>[c:2]1([N:26]2[CH2:25][CH2:24][N:23]([C:16](=[O:17])[O:18][C:19]([CH3:20])([CH3:21])[CH3:22])[CH2:28][CH2:27]2)[s:3][c:4]2[c:5]([n:6]1)[cH:7][cH:8][c:9]([C:11](=[O:12])[O:13][CH2:14][CH3:15])[cH:10]2. The reactants are OC1=NC2=C(C=CC=C2C(=C1C(=O)OCC)O)C(F)(F)F (ethyl 2,4-dihydroxy-8-trifluoromethyl-quinoline-3-carboxylate), NC=1SC=CN1 (2-amino-thiazole). Run in C=1(C(=CC=CC1)C)C (xylene). The product is S1C(=NC=C1)NC(=O)C=1C(=NC2=C(C=CC=C2C1O)C(F)(F)F)O (N-(2-thiazolyl)-2,4-dihydroxy-8-trifluoromethyl-quinoline-3-carboxamide). Isolated yield 78.1%. RXN SMILES: [OH:1][C:2]1[C:11]([C:12](OCC)=[O:13])=[C:10]([OH:17])[C:9]2[C:4](=[C:5]([C:18]([F:21])([F:20])[F:19])[CH:6]=[CH:7][CH:8]=2)[N:3]=1.[NH2:22][C:23]1[S:24][CH:25]=[CH:26][N:27]=1>C1(C)C(C)=CC=CC=1>[S:24]1[CH:25]=[CH:26][N:27]=[C:23]1[NH:22][C:12]([C:11]1[C:2]([OH:1])=[N:3][C:4]2[C:9]([C:10]=1[OH:17])=[CH:8][CH:7]=[CH:6][C:5]=2[C:18]([F:21])([F:20])[F:19])=[O:13]. Reported procedure: A mixture of 6.02 g of the product of Step C, 200 ml of xylene, 2 g of 2-amino-thiazole and 20 g of siliporite NK20 was refluxed for 2 hours and the resulting product was crystallized from acetic acid to obtain 5.54 g of N-(2-thiazolyl)-2,4-dihydroxy-8-trifluoromethyl-quinoline-3-carboxamide in the form of colorless crystals melting at 260° C.